This data is from the Open Reaction Database (ORD), a public repository of structured organic reaction records. The task is: describe an organic reaction: reactants, conditions, products, and yield The reactants are COC=1C=C(C=CC(=O)Cl)C=C(C1OC)OC (3,4,5-trimethoxycinnamoyl chloride), C(CCC)NC(=O)C(C)N1CCNCC1 (1-[1-(butylaminocarbonyl)ethyl]piperazine). Solvent: C(Cl)(Cl)Cl (chloroform). Reaction conditions: time 15 minute. Yields the product COC=1C=C(C=CC(=O)N2CCN(CC2)C(C)C(=O)NCCCC)C=C(C1OC)OC (1-(3,4,5-Trimethoxycinnamoyl)-4-[1-(butylaminocarbonyl)ethyl]piperazine). As a reaction SMILES: [CH3:1][O:2][C:3]1[CH:4]=[C:5]([CH:11]=[C:12]([O:16][CH3:17])[C:13]=1[O:14][CH3:15])[CH:6]=[CH:7][C:8](Cl)=[O:9].[CH2:18]([NH:22][C:23]([CH:25]([N:27]1[CH2:32][CH2:31][NH:30][CH2:29][CH2:28]1)[CH3:26])=[O:24])[CH2:19][CH2:20][CH3:21]>C(Cl)(Cl)Cl>[CH3:1][O:2][C:3]1[CH:4]=[C:5]([CH:11]=[C:12]([O:16][CH3:17])[C:13]=1[O:14][CH3:15])[CH:6]=[CH:7][C:8]([N:30]1[CH2:29][CH2:28][N:27]([CH:25]([C:23]([NH:22][CH2:18][CH2:19][CH2:20][CH3:21])=[O:24])[CH3:26])[CH2:32][CH2:31]1)=[O:9]. Procedure: 7.23 g of 3,4,5-trimethoxycinnamoyl chloride is added with stirring at room temperature to a solution of 5.00 g of 1-[1-(butylaminocarbonyl)ethyl]piperazine in 80 ml of chloroform, and the resulting solution is stirred at room temperature for 15 minutes. The reactants are COC(=O)Nc1nc2c(OC)ccc(C(O)C(C)Br)c2s1, CC(=O)O, O. Yields the product COC(=O)Nc1nc2c(OC)ccc(C(=O)C(C)Br)c2s1. RXN SMILES: [CH3:1][O:2][C:3]([NH:4][c:5]1[s:6][c:7]2[c:8]([n:9]1)[c:10]([O:19][CH3:20])[cH:11][cH:12][c:13]2[CH:14]([CH:15]([CH3:16])[Br:17])[OH:18])=[O:21].[CH3:23][C:24](=[O:25])[OH:26].[OH2:22]>>[CH3:1][O:2][C:3]([NH:4][c:5]1[s:6][c:7]2[c:8]([n:9]1)[c:10]([O:19][CH3:20])[cH:11][cH:12][c:13]2[C:14]([CH:15]([CH3:16])[Br:17])=[O:18])=[O:21]. The reactants are CCN=C=NCCCN(C)C, CN(C)C=O, CCOC(C)=O, CCCS(=O)(=O)Nc1ccc(F)c(C(=O)O)c1Cl, Cl, On1nnc2ccccc21, Nc1cnc2[nH]ccc2c1. Yields the product CCCS(=O)(=O)Nc1ccc(F)c(C(=O)Nc2cnc3[nH]ccc3c2)c1Cl. RXN SMILES: [CH3:30][N:31]([CH3:32])[CH2:33][CH2:34][CH2:35][N:36]=[C:37]=[N:38][CH2:39][CH3:40].[CH3:51][N:52]([CH3:53])[CH:54]=[O:55].[CH3:56][CH2:57][O:58][C:59](=[O:60])[CH3:61].[Cl:11][c:12]1[c:13]([C:14](=[O:15])[OH:16])[c:17]([F:28])[cH:18][cH:19][c:20]1[NH:21][S:22](=[O:23])(=[O:24])[CH2:25][CH2:26][CH3:27].[ClH:29].[OH:41][n:42]1[c:43]2[cH:44][cH:45][cH:46][cH:47][c:48]2[n:49][n:50]1.[nH:1]1[cH:2][cH:3][c:4]2[c:5]1[n:6][cH:7][c:8]([NH2:10])[cH:9]2>>[nH:1]1[cH:2][cH:3][c:4]2[c:5]1[n:6][cH:7][c:8]([NH:10][C:14]([c:13]1[c:12]([Cl:11])[c:20]([NH:21][S:22](=[O:23])(=[O:24])[CH2:25][CH2:26][CH3:27])[cH:19][cH:18][c:17]1[F:28])=[O:15])[cH:9]2.